Task: describe an organic reaction: reactants, conditions, products, and yield. Dataset: the Open Reaction Database (ORD), a public repository of structured organic reaction records Reactants: CC(C)(C)OC(=O)C12CC1CCN2C(=O)OCc1ccccc1, CCOC(C)=O. Yields the product CC(C)(C)OC(=O)C12CC1CCN2. RXN SMILES: [C:1]([O:2][CH2:3][c:4]1[cH:5][cH:6][cH:7][cH:8][cH:9]1)(=[O:10])[N:11]1[C:12]2([C:17](=[O:18])[O:19][C:20]([CH3:21])([CH3:22])[CH3:23])[CH:13]([CH2:14][CH2:15]1)[CH2:16]2.[CH3:24][CH2:25][O:26][C:27](=[O:28])[CH3:29]>>[NH:11]1[C:12]2([C:17](=[O:18])[O:19][C:20]([CH3:21])([CH3:22])[CH3:23])[CH:13]([CH2:14][CH2:15]1)[CH2:16]2. Starting materials: ClC=1C(=C(SC1)N)C1=NN=CN1 (4-chloro-3-(4H-1,2,4-triazol-3-yl)thiophen-2-amine), O=C1N(C2=CC=CN=C2CC1)CC(=O)O (2-(2-oxo-3,4-dihydro-1,5-naphthyridin-1(2H)-yl)acetic acid). Yields the product ClC=1C(=C(SC1)NC(CN1C(CCC2=NC=CC=C12)=O)=O)C1=NNC=N1 (N-(4-Chloro-3-(1H-1,2,4-triazol-3-yl)thiophen-2-yl)-2-(2-oxo-3,4-dihydro-1,5-naphthyridin-1(2H)-yl)acetamide). RXN SMILES: [Cl:1][C:2]1[C:3]([C:8]2[NH:12][CH:11]=[N:10][N:9]=2)=[C:4]([NH2:7])[S:5][CH:6]=1.[O:13]=[C:14]1[CH2:23][CH2:22][C:21]2[C:16](=[CH:17][CH:18]=[CH:19][N:20]=2)[N:15]1[CH2:24][C:25](O)=[O:26]>>[Cl:1][C:2]1[C:3]([C:8]2[N:12]=[CH:11][NH:10][N:9]=2)=[C:4]([NH:7][C:25](=[O:26])[CH2:24][N:15]2[C:16]3[C:21](=[N:20][CH:19]=[CH:18][CH:17]=3)[CH2:22][CH2:23][C:14]2=[O:13])[S:5][CH:6]=1. Procedure details: The titled compound was synthesized from 4-chloro-3-(4H-1,2,4-triazol-3-yl)thiophen-2-amine and 2-(2-oxo-3,4-dihydro-1,5-naphthyridin-1(2H)-yl)acetic acid via protocol A. LCMS method [4], retention time=1.035; MS(ESI) 389.1 (MH+, 35Cl). Reactants: [BH4-], CO, Cc1cc2c(c3ccc(=O)[nH]c13)OCC2C=O, [Na+], O. Product: Cc1cc2c(c3ccc(=O)[nH]c13)OCC2CO. RXN SMILES: [BH4-:18].[CH3:21][OH:22].[CH:1](=[O:2])[CH:3]1[CH2:4][O:5][c:6]2[c:7]3[cH:8][cH:9][c:10](=[O:17])[nH:11][c:12]3[c:13]([CH3:16])[cH:14][c:15]21.[Na+:19].[OH2:20]>>[CH2:1]([OH:2])[CH:3]1[CH2:4][O:5][c:6]2[c:7]3[cH:8][cH:9][c:10](=[O:17])[nH:11][c:12]3[c:13]([CH3:16])[cH:14][c:15]21. The reactants are CN(C(N)=O)c1ccc(Br)cc1, CC(C)(C)P(c1ccccc1-c1ccccc1)C(C)(C)C, Cc1nc(-c2ccccc2)n2nc(N)ncc12, CC(C)(C)[O-], Cl, [Na+], O=C(C=Cc1ccccc1)C=Cc1ccccc1, C1COCCO1, O=C(C=Cc1ccccc1)C=Cc1ccccc1, O=C(C=Cc1ccccc1)C=Cc1ccccc1, [Pd], [Pd]. The product is Cc1nc(-c2ccccc2)n2nc(Nc3ccc(N(C)C(N)=O)cc3)ncc12. As a reaction SMILES: [Br:19][c:20]1[cH:21][cH:22][c:23]([N:26]([C:27](=[O:28])[NH2:29])[CH3:30])[cH:24][cH:25]1.[C:31]([P:32]([C:33]([CH3:34])([CH3:35])[CH3:36])[c:37]1[cH:38][cH:39][cH:40][cH:41][c:42]1-[c:43]1[cH:44][cH:45][cH:46][cH:47][cH:48]1)([CH3:49])([CH3:50])[CH3:51].[CH3:2][c:3]1[n:4][c:5](-[c:13]2[cH:14][cH:15][cH:16][cH:17][cH:18]2)[n:6]2[n:7][c:8]([NH2:12])[n:9][cH:10][c:11]12.[CH3:52][C:53]([CH3:54])([O-:55])[CH3:56].[ClH:1].[Na+:57].[O:102]=[C:103]([CH:104]=[CH:105][c:106]1[cH:107][cH:108][cH:109][cH:110][cH:111]1)[CH:112]=[CH:113][c:114]1[cH:115][cH:116][cH:117][cH:118][cH:119]1.[O:58]1[CH2:59][CH2:60][O:61][CH2:62][CH2:63]1.[O:66]=[C:67]([CH:68]=[CH:69][c:70]1[cH:71][cH:72][cH:73][cH:74][cH:75]1)[CH:76]=[CH:77][c:78]1[cH:79][cH:80][cH:81][cH:82][cH:83]1.[O:84]=[C:85]([CH:86]=[CH:87][c:88]1[cH:89][cH:90][cH:91][cH:92][cH:93]1)[CH:94]=[CH:95][c:96]1[cH:97][cH:98][cH:99][cH:100][cH:101]1.[Pd:64].[Pd:65]>>[CH3:2][c:3]1[n:4][c:5](-[c:13]2[cH:14][cH:15][cH:16][cH:17][cH:18]2)[n:6]2[n:7][c:8]([NH:12][c:20]3[cH:21][cH:22][c:23]([N:26]([C:27](=[O:28])[NH2:29])[CH3:30])[cH:24][cH:25]3)[n:9][cH:10][c:11]12. The product is CCOC(=O)C(Cc1cc2cc(Br)ccc2s1)c1ccc(OC)cc1. Starting materials: CCOC(=O)C(Cc1cc2cc(Br)ccc2s1)(C(=O)[O-])c1ccc(OC)cc1, CCO, Cl, [K+], [OH-], O. As a reaction SMILES: [Br:6][c:7]1[cH:8][c:9]2[c:10]([s:11][c:12]([CH2:14][C:15]([C:16]([O-:17])=[O:18])([c:19]3[cH:20][cH:21][c:22]([O:25][CH3:26])[cH:23][cH:24]3)[C:27](=[O:28])[O:29][CH2:30][CH3:31])[cH:13]2)[cH:32][cH:33]1.[CH3:3][CH2:4][OH:5].[ClH:34].[K+:2].[OH-:1].[OH2:35]>>[Br:6][c:7]1[cH:8][c:9]2[c:10]([s:11][c:12]([CH2:14][CH:15]([c:19]3[cH:20][cH:21][c:22]([O:25][CH3:26])[cH:23][cH:24]3)[C:27](=[O:28])[O:29][CH2:30][CH3:31])[cH:13]2)[cH:32][cH:33]1. Reactants: C(C)(C)(C)OC(=O)NCCCN1C=NC=2C(=NC=3C=CC=CC3C21)Cl (1-[3-(tert-butoxycarbonylamino)-propyl]-4-chloro-1H-imidazo[4,5-c]quinoline), FC(C(=O)O)(F)F (trifluoroacetic acid). Solvent: C(Cl)Cl (methylene chloride). Run at time 1 day. Product: NCCCN1C=NC=2C(=NC=3C=CC=CC3C21)Cl (1-(3-aminopropyl)-4-chloro-1H-imidazo[4,5-c]quinoline). Isolated yield 38.7%. RXN SMILES: C(OC([NH:8][CH2:9][CH2:10][CH2:11][N:12]1[C:24]2[C:23]3[CH:22]=[CH:21][CH:20]=[CH:19][C:18]=3[N:17]=[C:16]([Cl:25])[C:15]=2[N:14]=[CH:13]1)=O)(C)(C)C.FC(F)(F)C(O)=O>C(Cl)Cl>[NH2:8][CH2:9][CH2:10][CH2:11][N:12]1[C:24]2[C:23]3[CH:22]=[CH:21][CH:20]=[CH:19][C:18]=3[N:17]=[C:16]([Cl:25])[C:15]=2[N:14]=[CH:13]1. Reported procedure: 50 mg (0.139 mg) of 1-[3-(tert-butoxycarbonylamino)-propyl]-4-chloro-1H-imidazo[4,5-c]quinoline was dissolved in 3 ml of methylene chloride. 0.11 ml (1.39 mmol) of trifluoroacetic acid was added thereto and the mixture was stirred at room temperature for one day. The reaction mixture was concentrated under reduced pressure and 1 ml of a 1N sodium hydroxide aqueous solution and brine were added to the residue. The resulting solution was extracted with chloroform five times, thereafter the extract... The reactants are C(C=C)N1C(N(N=C(C1=O)Br)C=1C=C(C=CC1)NC(C)=O)=O (N-(3-(4-allyl-6-bromo-3,5-dioxo-4,5-dihydro-1,2,4-triazin-2(3H)-yl)phenyl)acetamide), CO (MeOH), CO (methanol), [Na] (sodium). Reaction conditions: time 1 hour. Product: C(C=C)N1C(N(N=C(C1=O)OC)C=1C=C(C=CC1)NC(C)=O)=O (N-(3-(4-allyl-6-methoxy-3,5-dioxo-4,5-dihydro-1,2,4-triazin-2(3H)-yl)phenyl)acetamide). Yield: 86.0%. As a reaction SMILES: [CH2:1]([N:4]1[C:9](=[O:10])[C:8](Br)=[N:7][N:6]([C:12]2[CH:13]=[C:14]([NH:18][C:19](=[O:21])[CH3:20])[CH:15]=[CH:16][CH:17]=2)[C:5]1=[O:22])[CH:2]=[CH2:3].[Na].[CH3:24][OH:25]>>[CH2:1]([N:4]1[C:9](=[O:10])[C:8]([O:25][CH3:24])=[N:7][N:6]([C:12]2[CH:13]=[C:14]([NH:18][C:19](=[O:21])[CH3:20])[CH:15]=[CH:16][CH:17]=2)[C:5]1=[O:22])[CH:2]=[CH2:3] |^1:22|. Procedure: According to Scheme 3 Step 3: To a solution of compound 6(B) (800 mg, 2.19 mmol) in MeOH (10 mL) was added. a solution of sodium methoxyde 2M in methanol (1.1 mL, 2.19 mol). After 1 h of stirring at room temperature, the mixture was quenched with water and extracted with ethyl acetate (×3). The combined organic layers were successively washed with water, brine, dried over MgSO4, filtered and concentrated under reduced pressure. The crude solid was purified by flash chromatography with silica gel...